The task is: describe an organic reaction: reactants, conditions, products, and yield. This data is from the Open Reaction Database (ORD), a public repository of structured organic reaction records. Reactants: C(C)(=O)OC[C@H]1O[C@H]([C@@H]2OC(O[C@@H]21)(C)C)N2C1=NC=NC(=C1N=C2)N ([(3aR,4R,6R,6aR)-6-(6-amino-9H-purin-9-yl)-2,2-dimethyltetrahydrofuro[3,4-d][1,3]dioxol-4-yl]methyl acetate), C1(=CC=CC=C1)N=C=O (phenylisocyanate). Solvent: C(=O)(C)C#N (AcCN). Run at temperature 50 celsius, time 8 hour. Yields the product C(C)(=O)OC[C@H]1O[C@H]([C@@H]2OC(O[C@@H]21)(C)C)N2C1=NC=NC(=C1N=C2)NC(=O)NC2=CC=CC=C2 (((3aR,4R,6R,6aR)-6-{6-[(anilinocarbonyl)amino]-9H-purin-9-yl}-2,2-dimethyltetrahydrofuro[3,4-d][1,3]dioxol-4-yl)methyl acetate). Isolated yield 100.0%. RXN SMILES: [C:1]([O:4][CH2:5][C@@H:6]1[C@@H:13]2[C@@H:9]([O:10][C:11]([CH3:15])([CH3:14])[O:12]2)[C@H:8]([N:16]2[CH:24]=[N:23][C:22]3[C:17]2=[N:18][CH:19]=[N:20][C:21]=3[NH2:25])[O:7]1)(=[O:3])[CH3:2].[C:26]1([N:32]=[C:33]=[O:34])[CH:31]=[CH:30][CH:29]=[CH:28][CH:27]=1>C(C#N)(C)=O>[C:1]([O:4][CH2:5][C@@H:6]1[C@@H:13]2[C@@H:9]([O:10][C:11]([CH3:15])([CH3:14])[O:12]2)[C@H:8]([N:16]2[CH:24]=[N:23][C:22]3[C:17]2=[N:18][CH:19]=[N:20][C:21]=3[NH:25][C:33]([NH:32][C:26]2[CH:31]=[CH:30][CH:29]=[CH:28][CH:27]=2)=[O:34])[O:7]1)(=[O:3])[CH3:2]. Reported procedure: To a solution of [(3aR,4R,6R,6aR)-6-(6-amino-9H-purin-9-yl)-2,2-dimethyltetrahydrofuro[3,4-d][1,3]dioxol-4-yl]methyl acetate (0.200 g, 0.572 mmol) in AcCN (3 mL) was added phenylisocyanate (0.068 g, 0.572 mmol) dropwise. The white mixture was stirred for two hours at ambient temperature, overnight at 50° C. and then concentrated to give the title compound (0.268 g, 100%). The reactants are C(CC(C)CCC=C(C)C)[Mg]Br (Citronellylmagnesium bromide), IC1=CC=C(N)C=C1 (4-iodoaniline). The reagents and catalysts are Cl[Pd]Cl.C1(=CC=CC=C1)P([C-]1C=CC=C1)C1=CC=CC=C1.[C-]1(C=CC=C1)P(C1=CC=CC=C1)C1=CC=CC=C1.[Fe+2] ([1,1′-bis(diphenylphosphino)ferrocene] dichloropalladium(II)). Solvent: C1CCOC1 (THF), C1CCOC1 (THF). Conditions: temperature -78 celsius, time 10 minute. Product: C[C@H](CCC1=CC=C(N)C=C1)CCC=C(C)C (4-[(3S)-3,7-dimethyl-6-octenyl]aniline). Isolated yield 905.5%. Reaction SMILES: [CH2:1]([Mg]Br)[CH2:2][CH:3]([CH2:5][CH2:6][CH:7]=[C:8]([CH3:10])[CH3:9])[CH3:4].I[C:14]1[CH:20]=[CH:19][C:17]([NH2:18])=[CH:16][CH:15]=1>C1COCC1.Cl[Pd]Cl.C1(P(C2C=CC=CC=2)[C-]2C=CC=C2)C=CC=CC=1.[C-]1(P(C2C=CC=CC=2)C2C=CC=CC=2)C=CC=C1.[Fe+2]>[CH3:4][C@@H:3]([CH2:5][CH2:6][CH:7]=[C:8]([CH3:10])[CH3:9])[CH2:2][CH2:1][C:14]1[CH:20]=[CH:19][C:17]([NH2:18])=[CH:16][CH:15]=1 |f:3.4.5.6|. Reported procedure: Citronellylmagnesium bromide [from S-citronellylbromide (14.46 g, 66 mmol) and magnesium (3.20 g, 132 mmol)] in THF (80 mL) was added to a suspension of 4-iodoaniline (4.38 g, 20 mmol) and [1,1′-bis(diphenylphosphino)ferrocene] dichloropalladium(II) (PdCl2(dppf), 0.150 g, 0.2 mmol) in THF (25 mL) maintained at −78° C. under a nitrogen atmosphere. After stirring for 10 minutes at −78° C., the reaction mixture was heated under reflux for 16 hours and then quenched with 5% hydrochloric acid (HCl). ... Starting materials: CCO, [Cl-], [Fe], CC(=O)c1csc(Cn2ncc([N+](=O)[O-])n2)n1, N#N, [NH4+], O. Product: CC(=O)c1csc(Cn2ncc(N)n2)n1. RXN SMILES: [CH3:22][CH2:23][OH:24].[Cl-:20].[Fe:26].[N+:3]([O-:4])(=[O:5])[c:6]1[n:7][n:8]([CH2:11][c:12]2[s:13][cH:14][c:15]([C:17]([CH3:18])=[O:19])[n:16]2)[n:9][cH:10]1.[N:1]#[N:2].[NH4+:21].[OH2:25]>>[NH2:3][c:6]1[n:7][n:8]([CH2:11][c:12]2[s:13][cH:14][c:15]([C:17]([CH3:18])=[O:19])[n:16]2)[n:9][cH:10]1.